This data is from the Open Reaction Database (ORD), a public repository of structured organic reaction records. The task is: describe an organic reaction: reactants, conditions, products, and yield Starting materials: S(O)(O)(=O)=O (sulphuric acid), FC(C=1C=C(C=C(C1)C(F)(F)F)C#CCN1CCC(CC1)C(CO)(C)C)(F)F (1-(3,5-bistrifluoromethylphenyl)-3-[4-(1,1-dimethyl-2-hydroxyethyl)piperidino]-prop-1-yne). Run in C(C)OCC (diethyl ether), C(C)OCC (diethyl ether), ClCCl (dichloromethane). Yields the product S(=O)(=O)(O)O.FC(C=1C=C(C=C(C1)C(F)(F)F)C#CCN1CCC(CC1)C(CO)(C)C)(F)F (1-(3,5-bistrifluoromethylphenyl)-3-[4-(1,1-dimethyl-2-hydroxyethyl)piperidino]prop-1-yne sulphate). RXN SMILES: [F:1][C:2]([F:28])([F:27])[C:3]1[CH:4]=[C:5]([C:13]#[C:14][CH2:15][N:16]2[CH2:21][CH2:20][CH:19]([C:22]([CH3:26])([CH3:25])[CH2:23][OH:24])[CH2:18][CH2:17]2)[CH:6]=[C:7]([C:9]([F:12])([F:11])[F:10])[CH:8]=1.[S:29](=[O:33])(=[O:32])([OH:31])[OH:30]>C(OCC)C.ClCCl>[S:29]([OH:33])([OH:32])(=[O:31])=[O:30].[F:11][C:9]([F:10])([F:12])[C:7]1[CH:6]=[C:5]([C:13]#[C:14][CH2:15][N:16]2[CH2:17][CH2:18][CH:19]([C:22]([CH3:25])([CH3:26])[CH2:23][OH:24])[CH2:20][CH2:21]2)[CH:4]=[C:3]([C:2]([F:28])([F:27])[F:1])[CH:8]=1 |f:4.5|. Procedure: A solution of 1-(3,5-bistrifluoromethylphenyl)-3-[4-(1,1-dimethyl-2-hydroxyethyl)piperidino]-prop-1-yne (2.0 g) in a mixture of diethyl ether (20 ml) and dichloromethane (5 ml) was treated with a solution of concentrated sulphuric acid in diethyl ether (1:25v/v; 13 ml) with magnetic stirring. After evaporation of the solvent in vacuo, and drying in vacuo at 0.3 mm Hg, 1-(3,5-bistrifluoromethylphenyl)-3-[4-(1,1-dimethyl-2-hydroxyethyl)piperidino]prop-1-yne sulphate (2.4 g) was obtained as a buff ...